Dataset: the Open Reaction Database (ORD), a public repository of structured organic reaction records. Task: describe an organic reaction: reactants, conditions, products, and yield Reactants: BrCCCCCBr, O=C([O-])[O-], CCOC(=O)CCCCc1ccc(O)c(CCC(=O)OCC)c1, CCC(C)=O, [K+], [K+]. Yields the product CCOC(=O)CCCCc1ccc(OCCCCCBr)c(CCC(=O)OCC)c1. RXN SMILES: [Br:24][CH2:25][CH2:26][CH2:27][CH2:28][CH2:29][Br:30].[C:31](=[O:32])([O-:33])[O-:34].[CH2:1]([CH3:2])[O:3][C:4]([CH2:5][CH2:6][CH2:7][CH2:8][c:9]1[cH:10][c:11]([CH2:16][CH2:17][C:18](=[O:19])[O:20][CH2:21][CH3:22])[c:12]([OH:15])[cH:13][cH:14]1)=[O:23].[CH3:37][C:38](=[O:39])[CH2:40][CH3:41].[K+:35].[K+:36]>>[CH2:1]([CH3:2])[O:3][C:4]([CH2:5][CH2:6][CH2:7][CH2:8][c:9]1[cH:10][c:11]([CH2:16][CH2:17][C:18](=[O:19])[O:20][CH2:21][CH3:22])[c:12]([O:15][CH2:29][CH2:28][CH2:27][CH2:26][CH2:25][Br:24])[cH:13][cH:14]1)=[O:23].